From a dataset of the Open Reaction Database (ORD), a public repository of structured organic reaction records. describe an organic reaction: reactants, conditions, products, and yield Starting materials: C(C)C1=C(N)C=C(C=C1)[N+](=O)[O-] (2-ethyl-5-nitroaniline), N(=O)[O-].[Na+] (sodium nitrite), [OH-].[Na+] (sodium hydroxide), NC(=O)N (urea). Solvent: S(O)(O)(=O)=O (sulphuric acid), O (water), O (water). Run at temperature 80 celsius. The product is C(C)C1=C(C=C(C=C1)[N+](=O)[O-])O (2-Ethyl-5-nitrophenol). Isolated yield 57.9%. RXN SMILES: [CH2:1]([C:3]1[CH:9]=[CH:8][C:7]([N+:10]([O-:12])=[O:11])=[CH:6][C:4]=1N)[CH3:2].N([O-])=[O:14].[Na+].NC(N)=O.[OH-].[Na+]>S(=O)(=O)(O)O.O>[CH2:1]([C:3]1[CH:9]=[CH:8][C:7]([N+:10]([O-:12])=[O:11])=[CH:6][C:4]=1[OH:14])[CH3:2] |f:1.2,4.5|. Reported procedure: A solution of 2-ethyl-5-nitroaniline (prepared as described by E. Dyszer et al, Przemysl. Chem 42 (8) 433-5 (1963)) (5 g) in concentrated sulphuric acid (27 ml) and water (160 ml) at 0° C., was treated with sodium nitrite (2.3 g) in water (5 ml) over 5 minutes with stirring. After 1/4 h at 0° C., urea (2 g) was added and the mixture heated to 80° C. for 2 h. After stirring overnight at room temperature, the pH was adjusted to pH 10-12 with 10% sodium hydroxide, and the mixture extracted into eth... Reactants: COC1=CC=C(C=N1)N1CCC(CC1)N1C[C@@H](CC1)NC(CNC(C1=CC(=CC=C1)C(F)(F)F)=O)=O (N-[2-({(3R)-1-[1-(6-methoxypyridin-3-yl)piperidin-4-yl]pyrrolidin-3-yl}amino)-2-oxoethyl]-3-(trifluoromethyl)benzamide), CC=1C=C(C=CC1)N1CCC(CC1)=O (1-(3-methylphenyl)piperidin-4-one), COC1=CC=C(C=N1)N1CCC(CC1)=O (1-(6-methoxypyridin-3-yl)piperidin-4-one). Yields the product CC=1C=C(C=CC1)N1CCC(CC1)N1C[C@@H](CC1)NC(CNC(C1=CC(=CC=C1)C(F)(F)F)=O)=O (N-[2-({(3R)-1-[1-(3-methylphenyl)piperidin-4-yl]pyrrolidin-3-yl}amino)-2-oxoethyl]-3-(trifluoromethyl)benzamide). RXN SMILES: COC1N=CC(N2CCC([N:15]3[CH2:19][CH2:18][C@@H:17]([NH:20][C:21](=[O:36])[CH2:22][NH:23][C:24](=[O:35])[C:25]4[CH:30]=[CH:29][CH:28]=[C:27]([C:31]([F:34])([F:33])[F:32])[CH:26]=4)[CH2:16]3)CC2)=CC=1.[CH3:37][C:38]1[CH:39]=[C:40]([N:44]2[CH2:49][CH2:48][C:47](=O)[CH2:46][CH2:45]2)[CH:41]=[CH:42][CH:43]=1.COC1N=CC(N2CCC(=O)CC2)=CC=1>>[CH3:37][C:38]1[CH:39]=[C:40]([N:44]2[CH2:49][CH2:48][CH:47]([N:15]3[CH2:19][CH2:18][C@@H:17]([NH:20][C:21](=[O:36])[CH2:22][NH:23][C:24](=[O:35])[C:25]4[CH:30]=[CH:29][CH:28]=[C:27]([C:31]([F:32])([F:34])[F:33])[CH:26]=4)[CH2:16]3)[CH2:46][CH2:45]2)[CH:41]=[CH:42][CH:43]=1. Procedure: The title compound was synthesized in similar fashion to N-[2-({(3R)-1-[1-(6-methoxypyridin-3-yl)piperidin-4-yl]pyrrolidin-3-yl}amino)-2-oxoethyl]-3-(trifluoromethyl)benzamide, whereby 1-(3-methylphenyl)piperidin-4-one was substituted for 1-(6-methoxypyridin-3-yl)piperidin-4-one, and was isolated as a white solid. 1H-NMR (CD3OD) δ: 1.77-1.87 (m, 2H), 2.04-2.19 (m, 3H), 2.40-2.47 (m, 1H), 2.74 (t, J=12.7 Hz, 2H), 3.16-3.24 (m, 1H), 3.34-3.42 (r, 2H), 3.54-3.63 (m, 2H), 3.77 (t, J=12.9 Hz, 2H), 4.... Reactants: CC1C(C2=C(SC(=C2C2=CC=CC=C2)C2=CC=CC=C2)C1)=O (5-methyl-2,3-diphenyl-5,6-dihydro-4H-cyclopenta[b]thiophene-4-one), [H-].[H-].[H-].[H-].[Li+].[Al+3] (LiAlH4), O (water), O (water). Run in CCOCC (ether), CCOCC (ether). Run at time 8 hour. Yields the product CC1C(C2=C(SC(=C2C2=CC=CC=C2)C2=CC=CC=C2)C1)O (5-methyl-2,3-diphenyl-5,6-dihydro-4H-cyclopenta[b]thiophen -4-ol). RXN SMILES: [CH3:1][CH:2]1[CH2:21][C:5]2[S:6][C:7]([C:15]3[CH:20]=[CH:19][CH:18]=[CH:17][CH:16]=3)=[C:8]([C:9]3[CH:14]=[CH:13][CH:12]=[CH:11][CH:10]=3)[C:4]=2[C:3]1=[O:22].[H-].[H-].[H-].[H-].[Li+].[Al+3].O>CCOCC>[CH3:1][CH:2]1[CH2:21][C:5]2[S:6][C:7]([C:15]3[CH:20]=[CH:19][CH:18]=[CH:17][CH:16]=3)=[C:8]([C:9]3[CH:14]=[CH:13][CH:12]=[CH:11][CH:10]=3)[C:4]=2[CH:3]1[OH:22] |f:1.2.3.4.5.6|. Reported procedure: A solution of 5-methyl-2,3-diphenyl-5,6-dihydro-4H-cyclopenta[b]thiophene-4-one (6.08 g, 20 mmol) in 75 mL of ether was slowly added to a solution of LiAlH4 (0.38 g, 10 mmol) in 50 mL of ether and stirred overnight. The resulting suspension was poured into a mixture of ice and water, the organic layer was isolated, while the water layer was extracted with ether (3×50 mL). The combined organic layers were washed with water, dried over MgSO4 and evaporated off to dryness. The 5-methyl-2,3-diphenyl... The reactants are S(O)(O)(=O)=O (sulphuric acid), CO (Methanol), OC1=C(C(=O)O)C=CC=C1C1=CC=CC=C1 (2-Hydroxy-3-phenylbenzoic acid). The product is OC1=C(C(=O)OC)C=CC=C1C1=CC=CC=C1 (methyl 2-hydroxy-3-phenylbenzoate). Conditions: time 18 hour. Procedure details: Methanol (50 ml) was treated with concentrated sulphuric acid (4.9 g, 2.66 ml) cautiously. 2-Hydroxy-3-phenylbenzoic acid (10.7 g, 50 mmol) was added and the reaction mixture stirred at ambient temperature for 18 hours. The mixture was then heated at reflux for 4 hours, cooled to ambient temperature and evaporated. The residue was partitioned between ethyl acetate/and water, the organic layer washed twice with water, dried (MgSO4) and evaporated to give methyl 2-hydroxy-3-phenylbenzoate. RXN SMILES: S(=O)(=O)(O)O.[OH:6][C:7]1[C:15]([C:16]2[CH:21]=[CH:20][CH:19]=[CH:18][CH:17]=2)=[CH:14][CH:13]=[CH:12][C:8]=1[C:9]([OH:11])=[O:10].[CH3:22]O>>[OH:6][C:7]1[C:15]([C:16]2[CH:21]=[CH:20][CH:19]=[CH:18][CH:17]=2)=[CH:14][CH:13]=[CH:12][C:8]=1[C:9]([O:11][CH3:22])=[O:10]. Starting materials: C(C)(=O)OCC1=C(C=C(C=C1N1C(C=2C=C3CCCCN3C2CC1)=O)F)Br (2-Bromo-4-fluoro-6-(1-oxo-3,4,6,7,8,9-hexahydropyrido[3,4-b]-indolizin-2(1H)-yl)benzyl acetate), CN1C(C(=CC(=C1)B1OC(C(O1)(C)C)(C)C)NC1=NC=C(C=C1)N1[C@H](CN(CC1)C1COC1)C)=O ((S)-1-methyl-3-(5-(2-methyl-4-(oxetan-3-yl)piperazin-1-yl)pyridin-2-ylamino)-5-(4,4,5,5-tetramethyl-1,3,2-dioxaborolan-2-yl)pyridin-2(1H)-one), CC(=O)O[Na] (CH3COONa), [O-]P(=O)([O-])[O-].[K+].[K+].[K+] (K3PO4). The reagents and catalysts are C1=CC=C(C=C1)P([C-]2C=CC=C2)C3=CC=CC=C3.C1=CC=C(C=C1)P([C-]2C=CC=C2)C3=CC=CC=C3.Cl[Pd]Cl.[Fe+2] (PdCl2(dppf)). The solvent is O (H2O), CC#N (CH3CN). Reaction conditions: temperature 100 celsius. Yields the product C(C)(=O)OCC1=C(C=C(C=C1N1C(C=2C=C3CCCCN3C2CC1)=O)F)C1=CN(C(C(=C1)NC1=NC=C(C=C1)N1[C@H](CN(CC1)C1COC1)C)=O)C ((S)-4-Fluoro-2-(1-methyl-5-(5-(2-methyl-4-(oxetan-3-yl)piperazin-1-yl)pyridin-2-ylamino)-6-oxo-1,6-dihydropyridin-3-yl)-6-(1-oxo-3,4,6,7,8,9-hexahydropyrido[3,4-b]indolizin-2(1H)-yl)benzyl acetate). Yield: 59.0%. RXN SMILES: [C:1]([O:4][CH2:5][C:6]1[C:11]([N:12]2[CH2:24][CH2:23][C:22]3[N:21]4[C:16]([CH2:17][CH2:18][CH2:19][CH2:20]4)=[CH:15][C:14]=3[C:13]2=[O:25])=[CH:10][C:9]([F:26])=[CH:8][C:7]=1Br)(=[O:3])[CH3:2].[CH3:28][N:29]1[CH:34]=[C:33](B2OC(C)(C)C(C)(C)O2)[CH:32]=[C:31]([NH:44][C:45]2[CH:50]=[CH:49][C:48]([N:51]3[CH2:56][CH2:55][N:54]([CH:57]4[CH2:60][O:59][CH2:58]4)[CH2:53][C@@H:52]3[CH3:61])=[CH:47][N:46]=2)[C:30]1=[O:62].CC(O[Na])=O.[O-]P([O-])([O-])=O.[K+].[K+].[K+]>C1C=CC(P(C2C=CC=CC=2)[C-]2C=CC=C2)=CC=1.C1C=CC(P(C2C=CC=CC=2)[C-]2C=CC=C2)=CC=1.Cl[Pd]Cl.[Fe+2].O.CC#N>[C:1]([O:4][CH2:5][C:6]1[C:11]([N:12]2[CH2:24][CH2:23][C:22]3[N:21]4[C:16]([CH2:17][CH2:18][CH2:19][CH2:20]4)=[CH:15][C:14]=3[C:13]2=[O:25])=[CH:10][C:9]([F:26])=[CH:8][C:7]=1[C:33]1[CH:32]=[C:31]([NH:44][C:45]2[CH:50]=[CH:49][C:48]([N:51]3[CH2:56][CH2:55][N:54]([CH:57]4[CH2:58][O:59][CH2:60]4)[CH2:53][C@@H:52]3[CH3:61])=[CH:47][N:46]=2)[C:30](=[O:62])[N:29]([CH3:28])[CH:34]=1)(=[O:3])[CH3:2] |f:3.4.5.6,7.8.9.10|. Reported procedure: A mixture of 101h (300 mg, 0.70 mmol), (S)-1-methyl-3-(5-(2-methyl-4-(oxetan-3-yl)piperazin-1-yl)pyridin-2-ylamino)-5-(4,4,5,5-tetramethyl-1,3,2-dioxaborolan-2-yl)pyridin-2(1H)-one (332 mg, 0.70 mmol), CH3COONa (114 mg, 1.4 mmol), K3PO4 (368 mg, 1.4 mmol), PdCl2(dppf) (56 mg, 0.07 mmol), CH3CN (25 mL), and H2O (1 mL) was heated at 100° C. for 3 hours. It was then evaporated and the residue was purified by silical-gel column eluting with methylene chloride/methanol (30:1) to afford 101i (293 mg, ... Reactants: [Cu]=O (copper oxide), C(CCCCCCCCCCC)[N+](C)(C)[O-] (dodecyldimethylamine oxide), CCOP(=S)(OCC)OC1=C(C=C(C(=N1)Cl)Cl)Cl (chlorpyrifos). Run in O (water). Yields the product N.[Cu].C(CCCCCCCCCCC)[N+](C)(C)[O-] (Copper Ammonia Dodecyldimethylamine Oxide). RXN SMILES: [Cu:1]=O.[CH2:3]([N+:15]([O-:18])([CH3:17])[CH3:16])[CH2:4][CH2:5][CH2:6][CH2:7][CH2:8][CH2:9][CH2:10][CH2:11][CH2:12][CH2:13][CH3:14].CCOP(OC1N=C(Cl)C(Cl)=CC=1Cl)(OCC)=S>O>[NH3:15].[Cu:1].[CH2:3]([N+:15]([O-:18])([CH3:16])[CH3:17])[CH2:4][CH2:5][CH2:6][CH2:7][CH2:8][CH2:9][CH2:10][CH2:11][CH2:12][CH2:13][CH3:14] |f:4.5.6|. Reported procedure: 4.8 g technical (not purified) chlorpyrifos solid was dissolved in 160 grams of Barlox® 12 (48 g of dodecyldimethylamine oxide). This solution was mixed with 480 g of ammoniated copper carbonate concentrate prepared as in Example 1 (solution (1)) to yield a concentrated solution. The concentrated solution was diluted with 7360 grams of deionized water and the resulting solution containing 0.6% copper oxide, 0.6% dodecyldimethylamine oxide, and 0.06% chlorpyrifos was used to treat wood in a press...